From a dataset of the Open Reaction Database (ORD), a public repository of structured organic reaction records. describe an organic reaction: reactants, conditions, products, and yield Starting materials: S(=O)(=O)(O)C1=CC=C(C)C=C1.OCCCC1=CC2=C(CCO2)C=C1OCC1=CC=CC=C1 (2,3-dihydro-6-(3-hydroxypropyl)-5-benzyloxybenzofuran tosylate), [O-]C1=CC=CC=C1.[Na+] (sodium phenoxide), O (water). The solvent is CN(C=O)C (dimethylformamide). Run at temperature 80 celsius. Yields the product C(C1=CC=CC=C1)OCC1=CC=CC=C1 (benzyl ether). The yield is 104.9%. As a reaction SMILES: S(C1C=CC(C)=CC=1)(O)(=O)=O.OCCC[C:16]1[C:24]([O:25][CH2:26][C:27]2[CH:32]=[CH:31][CH:30]=[CH:29][CH:28]=2)=C[C:19]2[CH2:20][CH2:21]O[C:18]=2[CH:17]=1.[O-]C1C=CC=CC=1.[Na+].O>CN(C)C=O>[CH2:26]([O:25][CH2:24][C:16]1[CH:17]=[CH:18][CH:19]=[CH:20][CH:21]=1)[C:27]1[CH:28]=[CH:29][CH:30]=[CH:31][CH:32]=1 |f:0.1,2.3|. Procedure details: A solution of 8a (0.440 g, 1.01 mmol) in dry dimethylformamide (1 mL) was added to a solution of sodium phenoxide (0.140 g, 1.20 mmol) and the mixture heated to 80° C. for three hours. The reaction mixture was cooled, poured into water, and extracted with ether. The ether extracts were washed sequentially with water and 20% NaCl, dried (Na2SO4), and concentrated. Flash chromatography gave a purified benzyl ether (0.210 g, mp 81°-82° C.) which was directly deprotected as described above for 10 to... Reactants: CCOC(C)=O, CC(=O)NCC1CN(c2ccc(OCC3(O)CCN(C(=O)OCc4ccccc4)C3)c(F)c2)C(=O)O1, CO, [Pd]. Yields the product CC(=O)NCC1CN(c2ccc(OCC3(O)CCNC3)c(F)c2)C(=O)O1. Reaction SMILES: [C:40]([O:41][CH2:42][CH3:43])(=[O:44])[CH3:45].[CH2:1]([O:2][C:3](=[O:4])[N:11]1[CH2:12][C:13]([OH:16])([CH2:17][O:18][c:19]2[c:20]([F:36])[cH:21][c:22]([N:25]3[C:26](=[O:35])[O:27][CH:28]([CH2:30][NH:31][C:32]([CH3:33])=[O:34])[CH2:29]3)[cH:23][cH:24]2)[CH2:14][CH2:15]1)[c:5]1[cH:6][cH:7][cH:8][cH:9][cH:10]1.[CH3:38][OH:39].[Pd:37]>>[NH:11]1[CH2:12][C:13]([OH:16])([CH2:17][O:18][c:19]2[c:20]([F:36])[cH:21][c:22]([N:25]3[C:26](=[O:35])[O:27][CH:28]([CH2:30][NH:31][C:32]([CH3:33])=[O:34])[CH2:29]3)[cH:23][cH:24]2)[CH2:14][CH2:15]1.